Dataset: the Open Reaction Database (ORD), a public repository of structured organic reaction records. Task: describe an organic reaction: reactants, conditions, products, and yield The reactants are ClC(CC(O)C1=CC=CC=C1)=C (2-chloroallylphenylcarbinol), [OH-].[Na+] (sodium hydroxide), Cl (hydrochloric acid). Solvent: CN(C=O)C (N,N-dimethylformamide). Conditions: temperature 25 celsius, time 7 hour. The product is C1(=CC=CC=C1)C(O)CC#C (phenylpropargylcarbinol). Yield: 96.3%. RXN SMILES: Cl[C:2](=[CH2:12])[CH2:3][CH:4]([C:6]1[CH:11]=[CH:10][CH:9]=[CH:8][CH:7]=1)[OH:5].[OH-].[Na+].Cl>CN(C)C=O>[C:6]1([CH:4]([CH2:3][C:2]#[CH:12])[OH:5])[CH:11]=[CH:10][CH:9]=[CH:8][CH:7]=1 |f:1.2|. Reported procedure: 40.00 Grams of the 2-chloroallylphenylcarbinol obtained above were disolved in 400 g of N,N-dimethylformamide, and 17.52 g of sodium hydroxide in a flake form were added. The mixture was stirred at 25° C. for 7 hours. After the reaction was completed the reaction mixture was neutralized with concentrated hydrochloric acid, and insolubles were filtered off. The filtrate was concentrated under reduced pressure, and then the concentration residue was subjected to extraction with toluene, washed wit...